Dataset: the Open Reaction Database (ORD), a public repository of structured organic reaction records. Task: describe an organic reaction: reactants, conditions, products, and yield Reactants: [BH4-], C1CCOC1, CO, Cc1ccccc1, COc1cc(C(C)=O)ccc1OCCCN1CCC(c2nsc3cc(F)ccc23)CC1, [Na+], O. The product is COc1cc(C(C)O)ccc1OCCCN1CCC(c2nsc3cc(F)ccc23)CC1. As a reaction SMILES: [BH4-:39].[CH2:34]1[O:35][CH2:36][CH2:37][CH2:38]1.[CH3:32][OH:33].[CH3:42][c:43]1[cH:44][cH:45][cH:46][cH:47][cH:48]1.[F:1][c:2]1[cH:3][c:4]2[c:5]([c:6]([CH:9]3[CH2:10][CH2:11][N:12]([CH2:15][CH2:16][CH2:17][O:18][c:19]4[c:20]([O:28][CH3:29])[cH:21][c:22]([C:25]([CH3:26])=[O:27])[cH:23][cH:24]4)[CH2:13][CH2:14]3)[n:7][s:8]2)[cH:30][cH:31]1.[Na+:40].[OH2:41]>>[F:1][c:2]1[cH:3][c:4]2[c:5]([c:6]([CH:9]3[CH2:10][CH2:11][N:12]([CH2:15][CH2:16][CH2:17][O:18][c:19]4[c:20]([O:28][CH3:29])[cH:21][c:22]([CH:25]([CH3:26])[OH:27])[cH:23][cH:24]4)[CH2:13][CH2:14]3)[n:7][s:8]2)[cH:30][cH:31]1. Reactants: CO, CC(C)(C)OC(=O)N1C(CC2CCCCC2)C(C2CO2)OC1(C)C, NC1CC1. Reaction SMILES: [CH3:29][OH:30].[CH:1]1([CH2:7][CH:8]2[N:9]([C:18](=[O:19])[O:20][C:21]([CH3:22])([CH3:23])[CH3:24])[C:10]([CH3:16])([CH3:17])[O:11][CH:12]2[CH:13]2[O:14][CH2:15]2)[CH2:2][CH2:3][CH2:4][CH2:5][CH2:6]1.[CH:25]1([NH2:28])[CH2:26][CH2:27]1>>[CH:1]1([CH2:7][CH:8]2[N:9]([C:18](=[O:19])[O:20][C:21]([CH3:22])([CH3:23])[CH3:24])[C:10]([CH3:16])([CH3:17])[O:11][CH:12]2[CH:13]([OH:14])[CH2:15][NH:28][CH:25]2[CH2:26][CH2:27]2)[CH2:2][CH2:3][CH2:4][CH2:5][CH2:6]1. The product is CC(C)(C)OC(=O)N1C(CC2CCCCC2)C(C(O)CNC2CC2)OC1(C)C. The reactants are Cl (HCl), COC1=CC=C(C=O)C=C1 (4-methoxybenzaldehyde), CC(=O)C1=CC(=C(C(=C1)OC)OC)OC (3,4,5-trimethoxyacetophenone), [OH-].[Na+] (NaOH). Solvent: CO (methanol). Reaction conditions: time 24 hour. Yields the product COC1=CC=C(C=C1)\C=C\C(=O)C1=CC(=C(C(=C1)OC)OC)OC ((E)-1-(4-Methoxyphenyl)-3-(3,4,5-trimethoxyphenyl)prop-1-en-3-one). RXN SMILES: [CH3:1][O:2][C:3]1[CH:10]=[CH:9][C:6]([CH:7]=O)=[CH:5][CH:4]=1.[CH3:11][C:12]([C:14]1[CH:19]=[C:18]([O:20][CH3:21])[C:17]([O:22][CH3:23])=[C:16]([O:24][CH3:25])[CH:15]=1)=[O:13].[OH-].[Na+].Cl>CO>[CH3:1][O:2][C:3]1[CH:10]=[CH:9][C:6](/[CH:7]=[CH:11]/[C:12]([C:14]2[CH:15]=[C:16]([O:24][CH3:25])[C:17]([O:22][CH3:23])=[C:18]([O:20][CH3:21])[CH:19]=2)=[O:13])=[CH:5][CH:4]=1 |f:2.3|. Procedure details: To a stirred solution of 4-methoxybenzaldehyde (1.0 g, 7,3 mmol) and 3,4,5-trimethoxyacetophenone (1.54 g, 7.3 mmol) in methanol (30 ml) was added a 50% w/v solution of aqueous NaOH (1 ml). The mixture was stirred for 24 hours at room temperature, acidified with 2N HCl and extracted with chloroform (3×30 ml). The combined organic phase was dried over anhydrous MgSO4, filtered, and the solvent concentrated under vacou. The product was finally purified by column chromatography. Mass Spectrum m/e (... Starting materials: B, C1CCOC1, C1CCOC1, C=Cc1ccc2c(c1)NC(=O)CS2, [Na+], [OH-], O, OO. The product is O=C1CSc2ccc(CCO)cc2N1. As a reaction SMILES: [BH3:14].[CH2:15]1[CH2:18][CH2:17][CH2:16][O:19]1.[CH2:24]1[O:25][CH2:26][CH2:27][CH2:28]1.[CH:1](=[CH2:2])[c:3]1[cH:4][cH:5][c:6]2[c:7]([cH:13]1)[NH:8][C:9](=[O:12])[CH2:10][S:11]2.[Na+:21].[OH-:20].[OH2:29].[OH:22][OH:23]>>[CH2:1]([CH2:2][OH:19])[c:3]1[cH:4][cH:5][c:6]2[c:7]([cH:13]1)[NH:8][C:9](=[O:12])[CH2:10][S:11]2.